describe an organic reaction: reactants, conditions, products, and yield From a dataset of the Open Reaction Database (ORD), a public repository of structured organic reaction records. The reactants are O (water), OC1=C(C=CC=C1)CC(=O)N (2-Hydroxyphenyl acetamide), BrC(C(=O)OC(C)(C)C)(C)C (tert-butyl 2-bromoisobutyrate), C([O-])([O-])=O.[K+].[K+] (potassium carbonate). Solvent: C(C)#N (acetonitrile). Run at temperature 80 celsius. Product: NC(=O)CC1=C(OC(C(=O)OC(C)(C)C)(C)C)C=CC=C1 (tert-Butyl 2-[2-(aminocarbonylmethyl)phenoxy]-2-methylpropionate). RXN SMILES: [OH:1][C:2]1[CH:7]=[CH:6][CH:5]=[CH:4][C:3]=1[CH2:8][C:9]([NH2:11])=[O:10].C(=O)([O-])[O-].[K+].[K+].Br[C:19]([CH3:28])([CH3:27])[C:20]([O:22][C:23]([CH3:26])([CH3:25])[CH3:24])=[O:21].O>C(#N)C>[NH2:11][C:9]([CH2:8][C:3]1[CH:4]=[CH:5][CH:6]=[CH:7][C:2]=1[O:1][C:19]([CH3:28])([CH3:27])[C:20]([O:22][C:23]([CH3:26])([CH3:25])[CH3:24])=[O:21])=[O:10] |f:1.2.3|. Procedure details: 2-Hydroxyphenyl acetamide (1.2 g, 7.93 mmol) was dissolved in acetonitrile (10 mL), and potassium carbonate (5.5 g, 39.6 mmol) was added to the solution. Subsequently, to the mixture, tert-butyl 2-bromoisobutyrate (8.9 g, 39.6 mmol) was added, followed by stirring at 80° C. After completion of reaction, water was added to the mixture. The resultant mixture was extracted with ethyl acetate, followed by washing the organic layer with water. The mixture was subjected to drying over sodium sulfate, ...